From a dataset of the Open Reaction Database (ORD), a public repository of structured organic reaction records. describe an organic reaction: reactants, conditions, products, and yield Starting materials: OC=1C=C(CN(CCCC)CCCC)C=CC1 (3-hydroxy N,N-dibutylbenzylamine), C(CCC)I (butyliodide). The solvent is C(C)#N (acetonitrile). The product is [I-].C(CCC)[N+](CCCC)(CCCC)CC1=CC(=CC=C1)O (N,N,N-tributyl-(3-hydroxybenzyl)ammonium iodide). RXN SMILES: [OH:1][C:2]1[CH:3]=[C:4]([CH:15]=[CH:16][CH:17]=1)[CH2:5][N:6]([CH2:11][CH2:12][CH2:13][CH3:14])[CH2:7][CH2:8][CH2:9][CH3:10].[CH2:18]([I:22])[CH2:19][CH2:20][CH3:21]>C(#N)C>[I-:22].[CH2:7]([N+:6]([CH2:5][C:4]1[CH:15]=[CH:16][CH:17]=[C:2]([OH:1])[CH:3]=1)([CH2:18][CH2:19][CH2:20][CH3:21])[CH2:11][CH2:12][CH2:13][CH3:14])[CH2:8][CH2:9][CH3:10] |f:3.4|. Procedure: A mixture was prepared containing 10 g (0.042 m) of 3-hydroxy N,N-dibutylbenzylamine, 15 g (0.082 m) of butyliodide and 25 ml of acetonitrile. The mixture was heated to reflux overnight. The completion of the reaction was determined by high pressure liquid chromatography. After completion, the solvent was removed and the residue triturated with ether, filtered and dried. The desired N,N,N-tributyl-(3-hydroxybenzyl)ammonium iodide product was recovered as a white powder in a yield of 15.7 g. The ... The reactants are ClC1=C(C=CC=C1I)C=1OC2=C(C(=CC(=C2C(C1)=O)O)O)[C@H]1[C@@H](N(CC1)C)CO ((+)-trans-2-(2-Chloro-3-iodo-phenyl)-5,7-dihydroxy-8-(2-hydroxymethyl-1-methyl-pyrrolidin-3-yl)-chromen-4-one), Cl (HCl). Solvent: CO (methanol). Yields the product Cl.ClC1=C(C=CC=C1I)C=1OC2=C(C(=CC(=C2C(C1)=O)O)O)[C@H]1[C@@H](N(CC1)C)CO ((+)-trans-2-(2-Chloro-3-iodo-phenyl)-5,7-dihydroxy-8-(2-hydroxymethyl-1-methyl-pyrrolidin-3-yl)-chromen-4-one hydrochloride). Reaction SMILES: [Cl:1][C:2]1[C:7]([I:8])=[CH:6][CH:5]=[CH:4][C:3]=1[C:9]1[O:10][C:11]2[C:16]([C:17](=[O:19])[CH:18]=1)=[C:15]([OH:20])[CH:14]=[C:13]([OH:21])[C:12]=2[C@@H:22]1[CH2:26][CH2:25][N:24]([CH3:27])[C@H:23]1[CH2:28][OH:29].Cl>CO>[ClH:1].[Cl:1][C:2]1[C:7]([I:8])=[CH:6][CH:5]=[CH:4][C:3]=1[C:9]1[O:10][C:11]2[C:16]([C:17](=[O:19])[CH:18]=1)=[C:15]([OH:20])[CH:14]=[C:13]([OH:21])[C:12]=2[C@@H:22]1[CH2:26][CH2:25][N:24]([CH3:27])[C@H:23]1[CH2:28][OH:29] |f:3.4|. Procedure details: The compound of example 61 (0.120 g, 0.227 mmol) was suspended in methanol (1 mL) and treated with ethereal HCl and the organic solvent was evaporated to afford the title compound, the hydrochloride salt. Starting materials: C(C)OC(C1=CC=C(C=C1)N(C=1C=C(C2=C(C(CO2)(C)C)C1)CC)CC)=O (4-[ethyl-(3,3-dimethyl-7-ethyl-2,3-dihydro-benzofuran-5-yl)-amino]-benzoic acid ethyl ester), C(C)OC(C1=CC=C(C=C1)N(C=1C=C(C2=C(C(CO2)(C)C)C1)CC)CC)=O (4-[ethyl-(3,3-dimethyl-7-ethyl-2,3-dihydro-benzofuran-5-yl)-amino]-benzoic acid ethyl ester), [OH-].[Na+] (sodium hydroxide). The solvent is C(C)O (ethanol). The product is C(C)N(C1=CC=C(C(=O)O)C=C1)C=1C=C(C2=C(C(CO2)(C)C)C1)CC (4-[Ethyl-(3,3-dimethyl-7-ethyl-2,3-dihydro-benzofuran-5-yl)-amino]-benzoic acid). The yield is 58.1%. RXN SMILES: C([O:3][C:4](=[O:27])[C:5]1[CH:10]=[CH:9][C:8]([N:11]([CH2:25][CH3:26])[C:12]2[CH:13]=[C:14]([CH2:23][CH3:24])[C:15]3[O:19][CH2:18][C:17]([CH3:21])([CH3:20])[C:16]=3[CH:22]=2)=[CH:7][CH:6]=1)C.[OH-].[Na+]>C(O)C>[CH2:25]([N:11]([C:12]1[CH:13]=[C:14]([CH2:23][CH3:24])[C:15]2[O:19][CH2:18][C:17]([CH3:20])([CH3:21])[C:16]=2[CH:22]=1)[C:8]1[CH:7]=[CH:6][C:5]([C:4]([OH:27])=[O:3])=[CH:10][CH:9]=1)[CH3:26] |f:1.2|. Procedure: Following general procedure I and using 4-[ethyl-(3,3-dimethyl-7-ethyl-2,3-dihydro-benzofuran-5-yl)-amino]-benzoic acid ethyl ester (Compound 22, 0.134 g, 0.36 mmol) and 2 mL of 5M sodium hydroxide solution in 2 mL of ethanol, the title compound (0.071 g, 58%) was obtained as a white solid. 1H NMR (300 MHz, CDCl3): δ 7.88 (d, 2H, J=9.0 Hz), 6.80 (d, 1H, J=2.0 Hz), 6.76 (d, 1H, J=2.0 Hz), 6.58 (d, 2H, J=9.0 Hz), 4.29 (s, 2H), 3.73 (q, 2H, J=7.1 Hz), 2.60 (q, 2H J=7.5 Hz), 1.34 (s, 6H), 1.27-1.12 ... Product: O[C@H](C1=CC=CC=C1)P(OC)(OC)=O (dimethyl (S)-hydroxyphenylmethylphosphonate), final product. Reported procedure: The solution of the Al--Li--(R)-binaphthol complex (hereinafter abbreviated as ALB) obtained in Example 1 in tetrahydrofuran (0.1M, 0.36 ml) was concentrated at room temperature for 1 hour under reduced pressure, then 0.4 ml of toluene was added thereto under an argon atmosphere. To this solution was added dimethyl phosphite (37 μl, 0.40 mmol) at room temperature. After stirring for 30 minutes, the reaction vessel was cooled to -40° C. After it was maintained at this temperature for 15 minutes, ... The yield is 95.0%. Reaction conditions: temperature -40 celsius, time 30 minute. As a reaction SMILES: [P:1]([O-:6])([O:4][CH3:5])[O:2][CH3:3].[CH:7](=[O:14])[C:8]1[CH:13]=[CH:12][CH:11]=[CH:10][CH:9]=1.Cl>O1CCCC1>[OH:14][C@@H:7]([P:1](=[O:6])([O:4][CH3:5])[O:2][CH3:3])[C:8]1[CH:13]=[CH:12][CH:11]=[CH:10][CH:9]=1. Starting materials: Cl (hydrochloric acid), P(OC)(OC)[O-] (dimethyl phosphite), C(C1=CC=CC=C1)=O (benzaldehyde). Solvent: O1CCCC1 (tetrahydrofuran). Reactants: COc1cccc(Nc2nccc(-c3sc(NC(=O)CCBr)nc3C)n2)c1, C1COCCN1, CC#N. The product is COc1cccc(Nc2nccc(-c3sc(NC(=O)CCN4CCOCC4)nc3C)n2)c1. As a reaction SMILES: [Br:1][CH2:2][CH2:3][C:4](=[O:5])[NH:6][c:7]1[s:8][c:9](-[c:13]2[n:14][c:15]([NH:19][c:20]3[cH:21][c:22]([O:26][CH3:27])[cH:23][cH:24][cH:25]3)[n:16][cH:17][cH:18]2)[c:10]([CH3:12])[n:11]1.[CH2:28]1[CH2:29][O:30][CH2:31][CH2:32][NH:33]1.[CH3:34][C:35]#[N:36]>>[CH2:2]([CH2:3][C:4](=[O:5])[NH:6][c:7]1[s:8][c:9](-[c:13]2[n:14][c:15]([NH:19][c:20]3[cH:21][c:22]([O:26][CH3:27])[cH:23][cH:24][cH:25]3)[n:16][cH:17][cH:18]2)[c:10]([CH3:12])[n:11]1)[N:33]1[CH2:28][CH2:29][O:30][CH2:31][CH2:32]1. Reactants: O=C1c2ccccc2C(=O)N1c1cccc(CBr)n1, O=C([O-])[O-], CC#N, [Cs+], [Cs+], [I-], [K+], O, O=C1c2ccccc2C(=O)N1O. The product is O=C1c2ccccc2C(=O)N1OCc1cccc(N2C(=O)c3ccccc3C2=O)n1. RXN SMILES: [Br:13][CH2:14][c:15]1[cH:16][cH:17][cH:18][c:19]([N:21]2[C:22](=[O:31])[c:23]3[cH:24][cH:25][cH:26][cH:27][c:28]3[C:29]2=[O:30])[n:20]1.[C:32](=[O:33])([O-:34])[O-:35].[CH3:40][C:41]#[N:42].[Cs+:36].[Cs+:37].[I-:39].[K+:38].[OH2:43].[OH:1][N:2]1[C:3](=[O:12])[c:4]2[c:5]([cH:8][cH:9][cH:10][cH:11]2)[C:6]1=[O:7]>>[O:1]([N:2]1[C:3](=[O:12])[c:4]2[c:5]([cH:8][cH:9][cH:10][cH:11]2)[C:6]1=[O:7])[CH2:14][c:15]1[cH:16][cH:17][cH:18][c:19]([N:21]2[C:22](=[O:31])[c:23]3[cH:24][cH:25][cH:26][cH:27][c:28]3[C:29]2=[O:30])[n:20]1.